From a dataset of the Open Reaction Database (ORD), a public repository of structured organic reaction records. describe an organic reaction: reactants, conditions, products, and yield The reactants are ClC1=C(C(=O)C2=C(C=CC=C2)N2C(=NC(=C2CN2C(C=3C(C2=O)=CC=CC3)=O)C)CN(C)C)C=CC=C1 (N-[[1-[2-(o-chlorobenzoyl)phenyl]-2-[(dimethylamino)methyl]-4-methylimidazol-5-yl]methyl]phthalimide), O.NN (hydrazine hydrate). The solvent is C(C)O (ethanol). Product: ClC1=C(C=CC=C1)C1=NCC=2N(C3=C1C=CC=C3)C(=NC2C)CN(C)C (6-(o-chlorophenyl)-1-[(dimethylamino)-methyl]-3-methyl-4H-imidazo[1,5-a][1,4]benzodiazepine). RXN SMILES: [Cl:1][C:2]1[CH:37]=[CH:36][CH:35]=[CH:34][C:3]=1[C:4]([C:6]1[CH:11]=[CH:10][CH:9]=[CH:8][C:7]=1[N:12]1[C:16]([CH2:17][N:18]2C(=O)C3=CC=CC=C3C2=O)=[C:15]([CH3:29])[N:14]=[C:13]1[CH2:30][N:31]([CH3:33])[CH3:32])=O.O.NN>C(O)C>[Cl:1][C:2]1[CH:37]=[CH:36][CH:35]=[CH:34][C:3]=1[C:4]1[C:6]2[CH:11]=[CH:10][CH:9]=[CH:8][C:7]=2[N:12]2[C:13]([CH2:30][N:31]([CH3:32])[CH3:33])=[N:14][C:15]([CH3:29])=[C:16]2[CH2:17][N:18]=1 |f:1.2|. Procedure: In the manner given in Example 4, N-[[1-[2-(o-chlorobenzoyl)phenyl]-2-[(dimethylamino)methyl]-4-methylimidazol-5-yl]methyl]phthalimide in ethanol is heated with hydrazine hydrate to give 6-(o-chlorophenyl)-1-[(dimethylamino)-methyl]-3-methyl-4H-imidazo[1,5-a][1,4]benzodiazepine. The reactants are ClCCl, Nc1ccccc1, O=C(O)c1cccc(C2=NOCCS2)c1, O, O=S(Cl)Cl. Yields the product O=C(Nc1ccccc1)c1cccc(C2=NOCCS2)c1. As a reaction SMILES: [CH2:28]([Cl:29])[Cl:30].[NH2:20][c:21]1[cH:22][cH:23][cH:24][cH:25][cH:26]1.[O:1]1[N:2]=[C:3]([c:7]2[cH:8][c:9]([C:10](=[O:11])[OH:12])[cH:13][cH:14][cH:15]2)[S:4][CH2:5][CH2:6]1.[OH2:27].[S:16]([Cl:17])([Cl:18])=[O:19]>>[O:1]1[N:2]=[C:3]([c:7]2[cH:8][c:9]([C:10](=[O:12])[NH:20][c:21]3[cH:22][cH:23][cH:24][cH:25][cH:26]3)[cH:13][cH:14][cH:15]2)[S:4][CH2:5][CH2:6]1. The reactants are CCOC(=O)COc1cccc2c1CCC(CCO)C2, O=C(Cl)N(c1ccccc1)c1ccccc1, c1ccncc1. Yields the product CCOC(=O)COc1cccc2c1CCC(CCOC(=O)N(c1ccccc1)c1ccccc1)C2. RXN SMILES: [OH:1][CH2:2][CH2:3][CH:4]1[CH2:5][c:6]2[cH:7][cH:8][cH:9][c:10]([O:14][CH2:15][C:16](=[O:17])[O:18][CH2:19][CH3:20])[c:11]2[CH2:12][CH2:13]1.[c:21]1([N:27]([C:28](=[O:29])[Cl:30])[c:31]2[cH:32][cH:33][cH:34][cH:35][cH:36]2)[cH:22][cH:23][cH:24][cH:25][cH:26]1.[cH:37]1[cH:38][cH:39][n:40][cH:41][cH:42]1>>[O:1]([CH2:2][CH2:3][CH:4]1[CH2:5][c:6]2[cH:7][cH:8][cH:9][c:10]([O:14][CH2:15][C:16](=[O:17])[O:18][CH2:19][CH3:20])[c:11]2[CH2:12][CH2:13]1)[C:28]([N:27]([c:21]1[cH:22][cH:23][cH:24][cH:25][cH:26]1)[c:31]1[cH:32][cH:33][cH:34][cH:35][cH:36]1)=[O:29]. Starting materials: CN(C(=O)c1ccc(N2CCOCC2)cc1)C1CCNCC1c1ccc(Cl)c(Cl)c1, Cl, O=C(O)C1CCN(C(=O)c2ccccc2)CC1. The product is CN(C(=O)c1ccc(N2CCOCC2)cc1)C1CCN(C(=O)C2CCN(C(=O)c3ccccc3)CC2)CC1c1ccc(Cl)c(Cl)c1. As a reaction SMILES: [Cl:2][c:3]1[cH:4][c:5]([CH:10]2[CH2:11][NH:12][CH2:13][CH2:14][CH:15]2[N:16]([C:17]([c:18]2[cH:19][cH:20][c:21]([N:24]3[CH2:25][CH2:26][O:27][CH2:28][CH2:29]3)[cH:22][cH:23]2)=[O:30])[CH3:31])[cH:6][cH:7][c:8]1[Cl:9].[ClH:1].[c:32]1([C:38](=[O:39])[N:40]2[CH2:41][CH2:42][CH:43]([C:46](=[O:47])[OH:48])[CH2:44][CH2:45]2)[cH:33][cH:34][cH:35][cH:36][cH:37]1>>[Cl:2][c:3]1[cH:4][c:5]([CH:10]2[CH2:11][N:12]([C:46]([CH:43]3[CH2:42][CH2:41][N:40]([C:38]([c:32]4[cH:33][cH:34][cH:35][cH:36][cH:37]4)=[O:39])[CH2:45][CH2:44]3)=[O:47])[CH2:13][CH2:14][CH:15]2[N:16]([C:17]([c:18]2[cH:19][cH:20][c:21]([N:24]3[CH2:25][CH2:26][O:27][CH2:28][CH2:29]3)[cH:22][cH:23]2)=[O:30])[CH3:31])[cH:6][cH:7][c:8]1[Cl:9].